Dataset: the Open Reaction Database (ORD), a public repository of structured organic reaction records. Task: describe an organic reaction: reactants, conditions, products, and yield Reactants: C(C)(C)(C)OC(=O)NC1CN(CCC1)S(=O)(=O)C=1C=2C(=CN=CC2C=CC1)Br ((R/S)-3-(tert-Butoxycarbonylamino)-1-(4-bromo-5-isoquinolinesulfonyl)-piperidine), C(C)(C)(C)OC(=O)NC1CN(CCC1)S(=O)(=O)C=1C=2C(=CN=CC2C=CC1)Br ((R/S)-3-(tert-Butoxycarbonylamino)-1-(4-bromo-5-isoquinolinesulfonyl)-piperidine), BrC1=CN=CC=2C=CC=C(C12)S(=O)(=O)Cl (4-bromo-5-isoquinolinesulfonyl chloride), C(C)(C)(C)OC(=O)NC1CNCCC1 (3-(tert-butoxycarbonylamino)piperidine). The product is NC1CN(CCC1)S(=O)(=O)C=1C=2C(=CN=CC2C=CC1)Br ((R/S)-3-Amino-1-(4-bromo-5-isoquinolinesulfonyl)piperidine), Cl (hydrochloride). As a reaction SMILES: C(OC([NH:8][CH:9]1[CH2:14][CH2:13][CH2:12][N:11]([S:15]([C:18]2[C:19]3[C:20]([Br:28])=[CH:21][N:22]=[CH:23][C:24]=3[CH:25]=[CH:26][CH:27]=2)(=[O:17])=[O:16])[CH2:10]1)=O)(C)(C)C.BrC1C2C(S([Cl:43])(=O)=O)=CC=CC=2C=NC=1.C(OC(NC1CCCNC1)=O)(C)(C)C>>[NH2:8][CH:9]1[CH2:14][CH2:13][CH2:12][N:11]([S:15]([C:18]2[C:19]3[C:20]([Br:28])=[CH:21][N:22]=[CH:23][C:24]=3[CH:25]=[CH:26][CH:27]=2)(=[O:17])=[O:16])[CH2:10]1.[ClH:43]. Procedure details: (R/S)-3-(tert-Butoxycarbonylamino)-1-(4-bromo-5-isoquinolinesulfonyl)-piperidine (Intermediate 2) can be prepared from 4-bromo-5-isoquinolinesulfonyl chloride and 3-(tert-butoxycarbonylamino)piperidine (AstaTech) according to the method described in Example 1-1, Step A, and then used in the method of Example 1-1, Step B in a similar manner to obtain the title compound as hydrochloride. The reactants are ClC=1C=C(C=CC1)C1=CC(=NO1)[C@@H](C)O ((1R)-1-[5-(3-chlorophenyl)isoxazol-3-yl]ethanol), CS(=O)(=O)C=1N(C(=NN1)C1=CC(N(C=C1)C)=O)C (4-(5-Methanesulfonyl-4-methyl-4H-[1,2,4]triazol-3-yl)-1-methyl-1H-pyridin-2-one), C([O-])([O-])=O.[Cs+].[Cs+] (cesium carbonate). Run at temperature 60 celsius. As a reaction SMILES: [Cl:1][C:2]1[CH:3]=[C:4]([C:8]2[O:12][N:11]=[C:10]([C@H:13]([OH:15])[CH3:14])[CH:9]=2)[CH:5]=[CH:6][CH:7]=1.CS([C:20]1[N:21]([CH3:33])[C:22]([C:25]2[CH:30]=[CH:29][N:28]([CH3:31])[C:27](=[O:32])[CH:26]=2)=[N:23][N:24]=1)(=O)=O.C(=O)([O-])[O-].[Cs+].[Cs+]>>[Cl:1][C:2]1[CH:3]=[C:4]([C:8]2[O:12][N:11]=[C:10]([C@H:13]([O:15][C:20]3[N:21]([CH3:33])[C:22]([C:25]4[CH:30]=[CH:29][N:28]([CH3:31])[C:27](=[O:32])[CH:26]=4)=[N:23][N:24]=3)[CH3:14])[CH:9]=2)[CH:5]=[CH:6][CH:7]=1 |f:2.3.4|. Yields the product ClC=1C=C(C=CC1)C1=CC(=NO1)[C@@H](C)OC=1N(C(=NN1)C1=CC(N(C=C1)C)=O)C (4-(5-{(1R)-1-[5-(3-Chlorophenyl)isoxazol-3-yl]ethoxy}-4-methyl-4H-1,2,4-triazol-3-yl)-1-methylpyridin-2(1H)-one). Procedure details: The title compound from example 17.1 (96 mg, 0.43 mmol), the title compound from example 34.1 (100 mg, 0.36 mmol) and cesium carbonate (419 mg, 1.29 mmol) were combined with a stir bar in a screw cap vial which was purged with nitrogen. The combined reagents were stirred in DMF and heated to 60° C. overnight. The reaction mixture was then diluted with water and extracted three times with chloroform. The organic phase was dried over magnesium sulfate, filtered and concentrated then chromatographe... Reactants: COC(CCCCCC1=CC(=CC=C1)CO)=O (6-(3-hydroxymethyl-phenyl)-hexanoic acid methyl ester), C1(=CC=CC=C1)P(C1=CC=CC=C1)C1=CC=CC=C1 (triphenylphosphine), C1CC(=O)N(C1=O)Br (NBS). Solvent: C1CCOC1 (THF). Run at temperature 0 celsius. Product: COC(CCCCCC1=CC(=CC=C1)CBr)=O (6-(3-Bromomethyl-phenyl)-hexanoic Acid Methyl Ester). Isolated yield 91.9%. As a reaction SMILES: [CH3:1][O:2][C:3](=[O:17])[CH2:4][CH2:5][CH2:6][CH2:7][CH2:8][C:9]1[CH:14]=[CH:13][CH:12]=[C:11]([CH2:15]O)[CH:10]=1.C1(P(C2C=CC=CC=2)C2C=CC=CC=2)C=CC=CC=1.C1C(=O)N([Br:44])C(=O)C1>C1COCC1>[CH3:1][O:2][C:3](=[O:17])[CH2:4][CH2:5][CH2:6][CH2:7][CH2:8][C:9]1[CH:14]=[CH:13][CH:12]=[C:11]([CH2:15][Br:44])[CH:10]=1. Reported procedure: To a solution of 6-(3-hydroxymethyl-phenyl)-hexanoic acid methyl ester (587 mg, 2.48 mmol) in THF (10 mL) is added triphenylphosphine (716 mg, 2.73 mmol), stirred until homogeneous then cooled to 0° C. NBS (486 mg, 2.73 mmol) is added portionwise and the reaction mixture stirred for 45 min. The mixture is concentrated and the residue is purified by flash chromatography (eluting with 10% ethyl acetate/hexanes) to give 682 mg of title compound. 1H NMR (300 MHz, CDCl3) δ 7.23 (m, 3H), 7.10 (m, 1H),... The reactants are [BH3-]C#N, Cc1nccn1-c1ccc(I)cc1, CON=CC1(c2cccc(I)c2)CCOCC1, NC(N)=S, [Na+], O=[Ca], CN(C)C=O. Product: CON=CC1(c2cccc(Sc3ccc(-n4ccnc4C)cc3)c2)CCOCC1. RXN SMILES: [C:1]([BH3-:2])#[N:3].[CH3:28][c:29]1[n:30](-[c:34]2[cH:35][cH:36][c:37]([I:40])[cH:38][cH:39]2)[cH:31][cH:32][n:33]1.[I:5][c:6]1[cH:7][c:8]([C:12]2([CH:18]=[N:19][O:20][CH3:21])[CH2:13][CH2:14][O:15][CH2:16][CH2:17]2)[cH:9][cH:10][cH:11]1.[NH2:22][C:23]([NH2:24])=[S:25].[Na+:4].[O:26]=[Ca:27].[O:41]=[CH:42][N:43]([CH3:44])[CH3:45]>>[c:6]1([S:25][c:37]2[cH:36][cH:35][c:34](-[n:30]3[c:29]([CH3:28])[n:33][cH:32][cH:31]3)[cH:39][cH:38]2)[cH:7][c:8]([C:12]2([CH:18]=[N:19][O:20][CH3:21])[CH2:13][CH2:14][O:15][CH2:16][CH2:17]2)[cH:9][cH:10][cH:11]1. The reactants are [Li]C(C)(C)C, CCCCC, Clc1ccc(Cl)nc1, O, O=Cc1ccncc1. Yields the product OC(c1ccncc1)c1nc(Cl)ccc1Cl. Reaction SMILES: [C:1]([Li:2])([CH3:3])([CH3:4])[CH3:5].[CH3:6][CH2:7][CH2:8][CH2:9][CH3:10].[Cl:11][c:12]1[n:13][cH:14][c:15]([Cl:18])[cH:16][cH:17]1.[OH2:27].[n:19]1[cH:20][cH:21][c:22]([CH:25]=[O:26])[cH:23][cH:24]1>>[Cl:11][c:12]1[n:13][c:14]([CH:25]([c:22]2[cH:21][cH:20][n:19][cH:24][cH:23]2)[OH:26])[c:15]([Cl:18])[cH:16][cH:17]1.